This data is from the Open Reaction Database (ORD), a public repository of structured organic reaction records. The task is: describe an organic reaction: reactants, conditions, products, and yield The reactants are COC(=O)c1cc(F)c(N2CCC(c3ccccc3F)C(CN(C(=O)OC(C)(C)C)C(C)c3cccc4ccccc34)C2)c(F)c1, CO, Cl, [Na+], [OH-]. Product: CC(c1cccc2ccccc12)N(CC1CN(c2c(F)cc(C(=O)O)cc2F)CCC1c1ccccc1F)C(=O)OC(C)(C)C. RXN SMILES: [C:1]([CH3:2])([CH3:3])([CH3:4])[O:5][C:6](=[O:7])[N:8]([CH:9]([CH3:10])[c:11]1[cH:12][cH:13][cH:14][c:15]2[cH:16][cH:17][cH:18][cH:19][c:20]12)[CH2:21][CH:22]1[CH2:23][N:24]([c:35]2[c:36]([F:46])[cH:37][c:38]([C:39](=[O:40])[O:41][CH3:42])[cH:43][c:44]2[F:45])[CH2:25][CH2:26][CH:27]1[c:28]1[c:29]([F:34])[cH:30][cH:31][cH:32][cH:33]1.[CH3:50][OH:51].[ClH:49].[Na+:48].[OH-:47]>>[C:1]([CH3:2])([CH3:3])([CH3:4])[O:5][C:6](=[O:7])[N:8]([CH:9]([CH3:10])[c:11]1[cH:12][cH:13][cH:14][c:15]2[cH:16][cH:17][cH:18][cH:19][c:20]12)[CH2:21][CH:22]1[CH2:23][N:24]([c:35]2[c:36]([F:46])[cH:37][c:38]([C:39](=[O:40])[OH:41])[cH:43][c:44]2[F:45])[CH2:25][CH2:26][CH:27]1[c:28]1[c:29]([F:34])[cH:30][cH:31][cH:32][cH:33]1. The reactants are OC(C(=O)C1=CC=CC=C1)CC1=CC=C(C=C1)OC (2-hydroxy-β-(4-methoxyphenyl)-propiophenone), OC(C(=O)C1=CC=CC=C1)CC1=CC(=C(C=C1)OC)OC (2-hydroxy-β-(3,4-dimethoxyphenyl)-propiophenone), C15H13ClO2, C16H16O3, OC(C(=O)C1=CC=CC=C1)CC1=CC=C(C=C1)N(C)C (2-hydroxy-β-(4-dimethylaminophenyl)-propiophenone), OC(C(=O)C1=CC=CC=C1)CC1=CC=C(C(=C1)Cl)N(C)C (2-hydroxy-5-chloro-β-(4-dimethylaminophenyl)-propiophenone), OC(C(=O)C1=CC=CC=C1)CC1=C(C=CC=C1)OC (2-hydroxy-β-(2-methoxyphenyl)-propiophenone), OC(C(=O)C1=CC=CC=C1)CC1=CC=C(C=C1)Cl (2-hydroxy-β-(4-chlorophenyl)-propiophenone), OC(C(=O)C1=CC=CC=C1)CC1=CC=C(C(=C1)C)N(C)C (2-hydroxy-5-methyl-β-(4-dimethylaminophenyl)-propiophenone), OC(C(=O)C1=CC=CC=C1)CC1=C(C=C(C=C1)Cl)Cl (2-hydroxy-β-(2,4-dichlorophenyl)-propiophenone), OC(C(=O)C1=CC=CC=C1)CC1=CC=C(C=C1)N(C)C (2-hydroxy-β-(4-dimethylaminophenyl)-propiophenone), OC(C(=O)C1=CC=CC=C1)CC1=CC=C(C=C1)N(CC)CC (2-hydroxy-β-(4-diethylaminophenyl)-propiophenone). Product: OC(C(=O)C1=CC=CC=C1)CC1=CC=CC(=C1)Cl (2-Hydroxy-5-chloro-β-phenyl-propiophenone). Reaction SMILES: [OH:1][CH:2]([CH2:11][C:12]1[CH:17]=[CH:16][C:15](OC)=[CH:14][CH:13]=1)[C:3]([C:5]1[CH:10]=[CH:9][CH:8]=[CH:7][CH:6]=1)=[O:4].OC(CC1C=CC([Cl:37])=CC=1Cl)C(C1C=CC=CC=1)=O.OC(CC1C=CC(N(C)C)=CC=1)C(C1C=CC=CC=1)=O.OC(CC1C=CC(OC)=C(OC)C=1)C(C1C=CC=CC=1)=O.OC(CC1C=CC(N(CC)CC)=CC=1)C(C1C=CC=CC=1)=O.OC(CC1C=C(C)C(N(C)C)=CC=1)C(C1C=CC=CC=1)=O.OC(CC1C=C(Cl)C(N(C)C)=CC=1)C(C1C=CC=CC=1)=O.OC(CC1C=CC(Cl)=CC=1)C(C1C=CC=CC=1)=O.OC(CC1C=CC=CC=1OC)C(C1C=CC=CC=1)=O>>[OH:1][CH:2]([CH2:11][C:12]1[CH:17]=[C:16]([Cl:37])[CH:15]=[CH:14][CH:13]=1)[C:3]([C:5]1[CH:10]=[CH:9][CH:8]=[CH:7][CH:6]=1)=[O:4]. Reported procedure: The following compounds were prepared in a similar manner: 2-hydroxy-β-(4-methoxyphenyl)-propiophenone of melting point 51°-54° C.; 2-hydroxy-β-(2,4-dichlorophenyl)-propiophenone of melting point 106° C.; 2-hydroxy-β-(4-dimethylaminophenyl)-propiophenone of melting point 69°-71° C.; 2-hydroxy-β-(3,4-dimethoxyphenyl)-propiophenone of melting point 84°-87° C.; 2-hydroxy-β-(4-dimethylaminophenyl)-propiophenone of melting point 62° C.; 2-hydroxy-β-(4-diethylaminophenyl)-propiophenone of melting poin... The reactants are Nc1ccc(Oc2ccnc(Cl)c2)c(F)c1, ClCCl, O=C(Cc1ccc(F)cc1)N=C=S. Yields the product O=C(Cc1ccc(F)cc1)NC(=S)Nc1ccc(Oc2ccnc(Cl)c2)c(F)c1. As a reaction SMILES: [Cl:1][c:2]1[n:3][cH:4][cH:5][c:6]([O:8][c:9]2[c:10]([F:16])[cH:11][c:12]([NH2:15])[cH:13][cH:14]2)[cH:7]1.[Cl:30][CH2:31][Cl:32].[F:17][c:18]1[cH:19][cH:20][c:21]([CH2:24][C:25](=[O:26])[N:27]=[C:28]=[S:29])[cH:22][cH:23]1>>[Cl:1][c:2]1[n:3][cH:4][cH:5][c:6]([O:8][c:9]2[c:10]([F:16])[cH:11][c:12]([NH:15][C:28]([NH:27][C:25]([CH2:24][c:21]3[cH:20][cH:19][c:18]([F:17])[cH:23][cH:22]3)=[O:26])=[S:29])[cH:13][cH:14]2)[cH:7]1. Reactants: C(C)(=O)N[C@@H]1C[C@H](N(CC1)C(=O)OC)CC1=CC=C(C=C1)Cl (Methyl (2R*,4S*)-4-acetylamino-2-(4-chlorobenzyl)piperidine-1-carboxylate), Br (hydrogen bromide), O (water). Solvent: C(C)(=O)O (acetic acid). Conditions: time 16 hour. Product: ClC1=CC=C(C[C@H]2NCC[C@@H](C2)NC(C)=O)C=C1 ((2R*,4S*)-N-[2-(4-Chlorobenzyl)piperidin-4-yl]acetamide). Reaction SMILES: [C:1]([NH:4][C@H:5]1[CH2:10][CH2:9][N:8](C(OC)=O)[C@H:7]([CH2:15][C:16]2[CH:21]=[CH:20][C:19]([Cl:22])=[CH:18][CH:17]=2)[CH2:6]1)(=[O:3])[CH3:2].Br.O>C(O)(=O)C>[Cl:22][C:19]1[CH:18]=[CH:17][C:16]([CH2:15][C@@H:7]2[CH2:6][C@@H:5]([NH:4][C:1](=[O:3])[CH3:2])[CH2:10][CH2:9][NH:8]2)=[CH:21][CH:20]=1. Procedure: Methyl (2R*,4S*)-4-acetylamino-2-(4-chlorobenzyl)piperidine-1-carboxylate (30.0 g, 92.3 mmol) are treated with 51.8 ml 33% strength hydrogen bromide in acetic acid. After 16 hours, the mixture is treated with 200 ml of water and washed twice with toluene. The aqueous phase is rendered basic and extracted twice with ethyl acetate. The organic phases are dried on potassium carbonate and evaporated on a rotary evaporator. The title compound crystallizes from EtOHI ethyl acetate as the hydrochloride... Starting materials: FC1=C(C(=CC(=C1)F)F)[N+](=O)[O-] (1,3,5-trifluoro-2-nitrobenzene), N (ammonia). Solvent: O1CCCC1 (tetrahydrofuran), CO (methanol). Run at time 8 hour. The product is FC=1C(=C(N)C=C(C1)F)[N+](=O)[O-] (3,5-difluoro-2-nitroaniline). Reaction SMILES: [F:1][C:2]1[CH:7]=[C:6]([F:8])[CH:5]=[C:4](F)[C:3]=1[N+:10]([O-:12])=[O:11].[NH3:13]>O1CCCC1.CO>[F:1][C:2]1[C:3]([N+:10]([O-:12])=[O:11])=[C:4]([CH:5]=[C:6]([F:8])[CH:7]=1)[NH2:13]. Procedure: A solution of the 1,3,5-trifluoro-2-nitrobenzene (7.08 g, 39.98 mmol) in tetrahydrofuran (50 mL) was stirred at 0 degrees Centigrade while a solution of 7N ammonia in methanol (23 mL) was added. The reaction turned deep red and was stirred overnight in a sealed tube. The mixture was filtered to remove NH4F and the solvent removed to give a red-orange solid which was purified by silica gel chromatography using 2:1 hexanes/ethyl acetate to give 6.27 g of 3,5-difluoro-2-nitroaniline. Reactants: N.B (ammonia borane), [H][H] (hydrogen), TEFLON, [N+](=O)([O-])C(C=1N=NNN1)([N+](=O)[O-])[N+](=O)[O-] (5-(trinitromethyl)-2H-tetrazole), PTFE. Run in glass. Reaction conditions: temperature -196 celsius, time 30 minute. The product is [N+](=O)([O-])C(C=1N=NN(N1)[B-](N1N=C(N=N1)C([N+](=O)[O-])([N+](=O)[O-])[N+](=O)[O-])(N1N=C(N=N1)C([N+](=O)[O-])([N+](=O)[O-])[N+](=O)[O-])N1N=C(N=N1)C([N+](=O)[O-])([N+](=O)[O-])[N+](=O)[O-])([N+](=O)[O-])[N+](=O)[O-].[NH4+] (ammonium tetrakis(5-(trinitromethyl)-2H-tetrazolyl)borate). Reaction SMILES: [N+:1]([C:4]([N+:13]([O-:15])=[O:14])([N+:10]([O-:12])=[O:11])[C:5]1[N:6]=[N:7][NH:8][N:9]=1)([O-:3])=[O:2].[NH3:16].[BH3:17].[H][H]>>[N+:13]([C:4]([N+:1]([O-:3])=[O:2])([N+:10]([O-:12])=[O:11])[C:5]1[N:6]=[N:7][N:8]([B-:17]([N:7]2[N:8]=[N:9][C:5]([C:4]([N+:1]([O-:3])=[O:2])([N+:10]([O-:12])=[O:11])[N+:13]([O-:15])=[O:14])=[N:6]2)([N:7]2[N:8]=[N:9][C:5]([C:4]([N+:1]([O-:3])=[O:2])([N+:10]([O-:12])=[O:11])[N+:13]([O-:15])=[O:14])=[N:6]2)[N:16]2[N:8]=[N:9][C:5]([C:4]([N+:13]([O-:15])=[O:14])([N+:1]([O-:3])=[O:2])[N+:10]([O-:12])=[O:11])=[N:6]2)[N:9]=1)([O-:15])=[O:14].[NH4+:1] |f:1.2,4.5|. Procedure: A 100 mL glass ampule equipped with a grease free high-vacuum PTFE valve and a TEFLON™ coated stir bar was flamed-out under vacuum. Inside the dry-box, the ampule was loaded with 896 mg (4.00 mmol) 5-(trinitromethyl)-2H-tetrazole and 30.8 mg (1.00 mmol) ammonia borane. The ampule was connected to a vacuum line, evacuated and cooled to −196° C. About 10 mL of dry dimethoxyethane was slowly condensed into the ampule. The ampule was closed and allowed to warm to ambient temperature. After 30 minute...